This data is from the Open Reaction Database (ORD), a public repository of structured organic reaction records. The task is: describe an organic reaction: reactants, conditions, products, and yield Reactants: Cl, OCCCN(Cc1ccccc1)Cc1ccccc1. Yields the product ClCCCN(Cc1ccccc1)Cc1ccccc1. RXN SMILES: [ClH:1].[OH:2][CH2:3][CH2:4][CH2:5][N:6]([CH2:7][c:8]1[cH:9][cH:10][cH:11][cH:12][cH:13]1)[CH2:14][c:15]1[cH:16][cH:17][cH:18][cH:19][cH:20]1>>[Cl:1][CH2:3][CH2:4][CH2:5][N:6]([CH2:7][c:8]1[cH:9][cH:10][cH:11][cH:12][cH:13]1)[CH2:14][c:15]1[cH:16][cH:17][cH:18][cH:19][cH:20]1.